Dataset: the Open Reaction Database (ORD), a public repository of structured organic reaction records. Task: describe an organic reaction: reactants, conditions, products, and yield The reactants are B, C#CCBr, CN(C)C=O, Cc1ccccc1, CCO, [H-], [H][H], [Na+], [Na], OC1CN2CCC1CC2. Product: C#CCOC1CN2CCC1CC2. Reaction SMILES: [BH3:1].[CH2:16]([C:17]#[CH:18])[Br:19].[CH3:20][N:21]([CH3:22])[CH:23]=[O:24].[CH3:25][c:26]1[cH:27][cH:28][cH:29][cH:30][cH:31]1.[CH3:32][CH2:33][OH:34].[H-:12].[H:14][H:15].[Na+:13].[Na:11].[OH:2][CH:3]1[CH2:4][N:5]2[CH2:6][CH2:7][CH:8]1[CH2:9][CH2:10]2>>[O:2]([CH:3]1[CH2:4][N:5]2[CH2:6][CH2:7][CH:8]1[CH2:9][CH2:10]2)[CH2:18][C:17]#[CH:16]. The reactants are ClC1=C2C(=NO1)C1=CC(=CC=C1CC2)OC (3-chloro-8-methoxy-4,5-dihydronaphth[1,2-c]isoxazole), N1CCNCCC1 (homopiperazine), C(=O)([O-])[O-].[K+].[K+] (K2CO3). Solvent: CN1C(CCC1)=O (N-methylpyrrolidinone), C(Cl)Cl (CH2Cl2), C(Cl)(Cl)Cl (CHCl3), CO (CH3OH), C(Cl)Cl (CH2Cl2). Reaction conditions: time 20 minute. Yields the product N1(CCNCCC1)C1=C2C(=NO1)C1=CC(=CC=C1CC2)OC (3-(1-Homopiperazinyl)-8-methoxy-4,5-dihydronaphth[1,2-c]isoxazole). As a reaction SMILES: Cl[C:2]1[O:6][N:5]=[C:4]2[C:7]3[C:12]([CH2:13][CH2:14][C:3]=12)=[CH:11][CH:10]=[C:9]([O:15][CH3:16])[CH:8]=3.[NH:17]1[CH2:23][CH2:22][CH2:21][NH:20][CH2:19][CH2:18]1.C([O-])([O-])=O.[K+].[K+]>CN1CCCC1=O.C(Cl)(Cl)Cl.C(Cl)Cl.CO>[N:17]1([C:2]2[O:6][N:5]=[C:4]3[C:7]4[C:12]([CH2:13][CH2:14][C:3]=23)=[CH:11][CH:10]=[C:9]([O:15][CH3:16])[CH:8]=4)[CH2:23][CH2:22][CH2:21][NH:20][CH2:19][CH2:18]1 |f:2.3.4|. Reported procedure: A stirred mixture of 3-chloro-8-methoxy-4,5-dihydronaphth[1,2-c]isoxazole (2.66 g, 11.32 mmol), homopiperazine (11.40 g, 113.2 mol) and K2CO3 (3.13 g, 22.68 mmol) in 10.0 ml of N-methylpyrrolidinone under N2 was lowered into an oil bath preheated to 150° C. The mixture was heated while stirring under N2 for 20 minutes. At that time, TLC (CH2Cl2) showed no starting material remained. The mixture was removed from the heating bath, allowed to cool to room temperature and diluted with H2O, which cau...